Dataset: the Open Reaction Database (ORD), a public repository of structured organic reaction records. Task: describe an organic reaction: reactants, conditions, products, and yield Reactants: BrCCCCF (1-Bromo-4-fluorobutane), FC1=C(C(=O)O)C=CC(=C1)O (2-fluoro-4-hydroxybenzoic acid), C(C)O (ethanol), [OH-].[K+] (potassium hydroxide). Solvent: O (water). Run at temperature 80 celsius, time 17 hour. The product is FC1=C(C(=O)O)C=CC(=C1)OCCCCF (2-fluoro-4-(4-fluorobutoxy)benzoic acid). Yield: 39.1%. As a reaction SMILES: Br[CH2:2][CH2:3][CH2:4][CH2:5][F:6].[F:7][C:8]1[CH:16]=[C:15]([OH:17])[CH:14]=[CH:13][C:9]=1[C:10]([OH:12])=[O:11].C(O)C.[OH-].[K+]>O>[F:7][C:8]1[CH:16]=[C:15]([O:17][CH2:2][CH2:3][CH2:4][CH2:5][F:6])[CH:14]=[CH:13][C:9]=1[C:10]([OH:12])=[O:11] |f:3.4|. Procedure details: 1-Bromo-4-fluorobutane (3.57 g, 23.1 mmol) was added dropwise to a mixture of 2-fluoro-4-hydroxybenzoic acid (3.00 g, 19.2 mmol), ethanol (11.5 ml) and water (2.3 ml), potassium hydroxide (2.37 g, 42.3 mmol) at 80° C., and the mixture was stirred at 80° C. for 17 hrs. The solvent was evaporated under reduced pressure. The residue was dissolved in water and the solution was acidified by adding 1N hydrochloric acid. The insoluble materials were filtered off and dried to give the title compound (1.... Reactants: COc1ccc(S(=O)(=O)Cl)cc1, CN(C)c1ccncc1, COc1nn(C)c(N)c1-c1ccc2c(c1)OCO2, c1ccncc1. The product is COc1ccc(S(=O)(=O)Nc2c(-c3ccc4c(c3)OCO4)c(OC)nn2C)cc1. Reaction SMILES: [CH3:19][O:20][c:21]1[cH:22][cH:23][c:24]([S:27](=[O:28])(=[O:29])[Cl:30])[cH:25][cH:26]1.[CH3:31][N:32]([CH3:33])[c:34]1[cH:35][cH:36][n:37][cH:38][cH:39]1.[NH2:1][c:2]1[c:3](-[c:10]2[cH:11][c:12]3[c:13]([cH:17][cH:18]2)[O:14][CH2:15][O:16]3)[c:4]([O:8][CH3:9])[n:5][n:6]1[CH3:7].[cH:40]1[cH:41][cH:42][n:43][cH:44][cH:45]1>>[NH:1]([c:2]1[c:3](-[c:10]2[cH:11][c:12]3[c:13]([cH:17][cH:18]2)[O:14][CH2:15][O:16]3)[c:4]([O:8][CH3:9])[n:5][n:6]1[CH3:7])[S:27]([c:24]1[cH:23][cH:22][c:21]([O:20][CH3:19])[cH:26][cH:25]1)(=[O:28])=[O:29]. The reactants are CC1Cc2ccc(Br)cc2CN1c1cc(N2CCN(C)CC2)nc(N)n1, Cn1cc(B2OC(C)(C)C(C)(C)O2)cc1C(=O)OCc1ccccc1. The product is CC1Cc2ccc(-c3cc(C(=O)OCc4ccccc4)n(C)c3)cc2CN1c1cc(N2CCN(C)CC2)nc(N)n1. Reaction SMILES: [Br:26][c:27]1[cH:28][cH:29][c:30]2[c:35]([cH:36]1)[CH2:34][N:33]([c:37]1[n:38][c:39]([NH2:50])[n:40][c:41]([N:43]3[CH2:44][CH2:45][N:46]([CH3:49])[CH2:47][CH2:48]3)[cH:42]1)[CH:32]([CH3:51])[CH2:31]2.[CH3:1][n:2]1[c:3]([C:16](=[O:17])[O:18][CH2:19][c:20]2[cH:21][cH:22][cH:23][cH:24][cH:25]2)[cH:4][c:5]([B:7]2[O:8][C:9]([CH3:10])([CH3:11])[C:12]([CH3:13])([CH3:14])[O:15]2)[cH:6]1>>[CH3:1][n:2]1[c:3]([C:16](=[O:17])[O:18][CH2:19][c:20]2[cH:21][cH:22][cH:23][cH:24][cH:25]2)[cH:4][c:5](-[c:27]2[cH:28][cH:29][c:30]3[c:35]([cH:36]2)[CH2:34][N:33]([c:37]2[n:38][c:39]([NH2:50])[n:40][c:41]([N:43]4[CH2:44][CH2:45][N:46]([CH3:49])[CH2:47][CH2:48]4)[cH:42]2)[CH:32]([CH3:51])[CH2:31]3)[cH:6]1. Product: COc1cc2c(cc1OC)C(=O)C(Cc1ccncc1)C2. Reaction SMILES: [CH3:1][O:2][c:3]1[cH:4][c:5]2[c:9]([cH:10][c:11]1[O:12][CH3:13])[C:8](=[O:14])[C:7](=[CH:15][c:16]1[cH:17][cH:18][n:19][cH:20][cH:21]1)[CH2:6]2.[CH3:27][OH:28].[Cl+3:22]([OH:23])([O-:24])([O-:25])[O-:26].[Cl:29][CH2:30][Cl:31]>>[CH3:1][O:2][c:3]1[cH:4][c:5]2[c:9]([cH:10][c:11]1[O:12][CH3:13])[C:8](=[O:14])[CH:7]([CH2:15][c:16]1[cH:17][cH:18][n:19][cH:20][cH:21]1)[CH2:6]2. Reactants: COc1cc2c(cc1OC)C(=O)C(=Cc1ccncc1)C2, CO, [O-][Cl+3]([O-])([O-])O, ClCCl. Reported procedure: A mixture of (E)-methyl 6-(2,6-diethylphenyl)-4-methyl-2-(prop-1-enyl)nicotinate (150 mg, 0.464 mmol), H2O (0.17 mL, 9.28 mmol) and TFA (2.9 mL, 37.1 mmol) was heated in a microwave reactor at 160° C. for 30 min. Starting materal was observed. Additional TFA (0.5 mL) and H2O (0.05 mL) were added and heating continued at 160° C. for 45 min and then at 140° C. for 2 h. The reaction was then poured into sat NaHCO3 and extracted with EtOAc. The organic layer was washed with brine and then dried over... Product: C(C)C1=C(C(=CC=C1)CC)C1=CC(=C2C(=N1)CC(OC2=O)C)C (2-(2,6-diethylphenyl)-4,7-dimethyl-7,8-dihydro-5H-pyrano[4,3-b]pyridin-5-one). Reaction conditions: temperature 160 celsius, time 45 minute. RXN SMILES: [CH2:1]([C:3]1[CH:8]=[CH:7][CH:6]=[C:5]([CH2:9][CH3:10])[C:4]=1[C:11]1[CH:20]=[C:19]([CH3:21])[C:14]([C:15]([O:17]C)=[O:16])=[C:13](/[CH:22]=[CH:23]/[CH3:24])[N:12]=1)[CH3:2].C(O)(C(F)(F)F)=O.C([O-])(O)=O.[Na+]>O>[CH2:9]([C:5]1[CH:6]=[CH:7][CH:8]=[C:3]([CH2:1][CH3:2])[C:4]=1[C:11]1[N:12]=[C:13]2[CH2:22][CH:23]([CH3:24])[O:17][C:15](=[O:16])[C:14]2=[C:19]([CH3:21])[CH:20]=1)[CH3:10] |f:2.3|. Starting materials: C(=O)(O)[O-].[Na+] (NaHCO3), C(=O)(C(F)(F)F)O (TFA), C(C)C1=C(C(=CC=C1)CC)C1=NC(=C(C(=O)OC)C(=C1)C)\C=C\C ((E)-methyl 6-(2,6-diethylphenyl)-4-methyl-2-(prop-1-enyl)nicotinate), C(=O)(C(F)(F)F)O (TFA). The solvent is O (H2O), O (H2O).